From a dataset of the Open Reaction Database (ORD), a public repository of structured organic reaction records. describe an organic reaction: reactants, conditions, products, and yield Reactants: ClC1=CC(=C(C=C1)N=C=S)F (4-chloro-2-fluorophenyl isothiocyanate), O1CCN(CC1)C1=CCCCC1 (1-morpholino-1-cyclohexene). Solvent: C(Cl)(Cl)Cl (chloroform). Reaction conditions: time 10 hour. Yields the product ClC1=CC(=C(NC(=S)C2C(=CCCC2)N2CCOCC2)C=C1)F (4'-Chloro-2'-fluoro-2-morpholino-2-cyclohexene-1-thiocarboxanilide). The yield is 87.9%. RXN SMILES: [Cl:1][C:2]1[CH:7]=[CH:6][C:5]([N:8]=[C:9]=[S:10])=[C:4]([F:11])[CH:3]=1.[O:12]1[CH2:17][CH2:16][N:15]([C:18]2[CH2:23][CH2:22][CH2:21][CH2:20][CH:19]=2)[CH2:14][CH2:13]1>C(Cl)(Cl)Cl>[Cl:1][C:2]1[CH:7]=[CH:6][C:5]([NH:8][C:9]([CH:23]2[CH2:22][CH2:21][CH2:20][CH:19]=[C:18]2[N:15]2[CH2:16][CH2:17][O:12][CH2:13][CH2:14]2)=[S:10])=[C:4]([F:11])[CH:3]=1. Procedure details: In 400 ml of chloroform was dissolved 78.9 g of 4-chloro-2-fluorophenyl isothiocyanate, and 68.6 g of 1-morpholino-1-cyclohexene was added dropwise to the solution with stirring over a 10-minute period. After stirring was continued at room temperature for 10 hours, the reaction mixture was concentrated under reduced pressure, and the residue was treated with a small amount of cold ethanol. The resulting crystals were collected by filtration, and there was obtained 127.9 g (yield of 86%) of the s...